The task is: describe an organic reaction: reactants, conditions, products, and yield. This data is from the Open Reaction Database (ORD), a public repository of structured organic reaction records. The reactants are C(C)(=O)OC(C)=O (Acetic anhydride), NC=1SC(=C(N1)O)C(=O)OCC (Ethyl 2-amino-4-hydroxy-1,3-thiazole-5-carboxylate), C(C)OCC (diethyl ether). Solvent: C(C)(=O)O (acetic acid). Product: C(C)(=O)NC=1SC(=C(N1)O)C(=O)OCC (ethyl 2-(acetylamino)-4-hydroxy-1,3-thiazole-5-carboxylate). Isolated yield 82.2%. RXN SMILES: [NH2:1][C:2]1[S:3][C:4]([C:8]([O:10][CH2:11][CH3:12])=[O:9])=[C:5]([OH:7])[N:6]=1.[C:13](OC(=O)C)(=[O:15])[CH3:14].C(OCC)C>C(O)(=O)C>[C:13]([NH:1][C:2]1[S:3][C:4]([C:8]([O:10][CH2:11][CH3:12])=[O:9])=[C:5]([OH:7])[N:6]=1)(=[O:15])[CH3:14]. Procedure: Ethyl 2-amino-4-hydroxy-1,3-thiazole-5-carboxylate (6.00 g, 31.9 mmol) was dissolved in 100 mL of acetic acid with stirring. Acetic anhydride (15.0 mL, 159 mmol) was added via syringe. The reaction was stirred for 16 hours and 100 mL of diethyl ether was added. The reaction was filtered and the pale yellow solid was washed with diethyl ether, dried, and collected to afford 6.04 g (82%) of ethyl 2-(acetylamino)-4-hydroxy-1,3-thiazole-5-carboxylate. 1H NMR (300 MHz, DMSO-d6) δ 12.32 (s, 1H), 11.32... Reactants: ClC1=C(C=CC=C1)C1=NC2=C(C=CC=C2C=C1CO)C ((2-(2-chlorophenyl)-8-methylquinolin-3-yl)-methanol), [H-].[Na+] (sodium hydride), oil, ClC1=C2NC=NC2=NC=N1 (6-chloropurine), N12CCN(CC1)CC2 (1,4-diazabicyclo[2.2.2]octane). The solvent is O (H2O), CS(=O)C (DMSO), CS(=O)C (DMSO). Reaction SMILES: Cl[C:2]1[N:10]=[CH:9][N:8]=[C:7]2[C:3]=1[NH:4][CH:5]=[N:6]2.N12CCN(CC1)CC2.[Cl:19][C:20]1[CH:25]=[CH:24][CH:23]=[CH:22][C:21]=1[C:26]1[C:35]([CH2:36][OH:37])=[CH:34][C:33]2[C:28](=[C:29]([CH3:38])[CH:30]=[CH:31][CH:32]=2)[N:27]=1.[H-].[Na+]>CS(C)=O.O>[N:10]1[C:2]([O:37][CH2:36][C:35]2[C:26]([C:21]3[CH:22]=[CH:23][CH:24]=[CH:25][C:20]=3[Cl:19])=[N:27][C:28]3[C:33]([CH:34]=2)=[CH:32][CH:31]=[CH:30][C:29]=3[CH3:38])=[C:3]2[C:7]([NH:6][CH:5]=[N:4]2)=[N:8][CH:9]=1 |f:3.4|. Yields the product N1=CN=C2NC=NC2=C1OCC=1C(=NC2=C(C=CC=C2C1)C)C1=C(C=CC=C1)Cl (3-((9H-Purin-6-yloxy)methyl)-2-(2-chlorophenyl)-8-methylquinoline). Procedure details: Prepared according to procedure L A mixture of 6-chloropurine (75 mg, 0.49 mmol) and 1,4-diazabicyclo[2.2.2]octane (109 mg, 0.97 mmol) in DMSO (0.5 mL) was stirred at rt for 5 h and was then added via cannula to a mixture of (2-(2-chlorophenyl)-8-methylquinolin-3-yl)-methanol (69 mg, 0.24 mmol) and sodium hydride, 60% dispersion in mineral oil (39 mg, 0.97 mmol) in DMSO (0.5 mL) that had been stirred at rt for 15 min prior to the addition. The mixture was stirred at rt for 3.5 h, cooled to 0° C.... Run at time 5 hour. The reactants are O=[N+]([O-])c1ccc(F)cc1OCc1ccccc1, [K+], [K+], O=C([O-])[O-], CN(C)C=O, O, Oc1ccccc1. Yields the product O=[N+]([O-])c1ccc(Oc2ccccc2)cc1OCc1ccccc1. As a reaction SMILES: [CH2:7]([c:8]1[cH:9][cH:10][cH:11][cH:12][cH:13]1)[O:14][c:15]1[c:16]([N+:22](=[O:23])[O-:24])[cH:17][cH:18][c:19]([F:21])[cH:20]1.[K+:1].[K+:2].[O-:3][C:4]([O-:5])=[O:6].[O:33]=[CH:34][N:35]([CH3:36])[CH3:37].[OH2:32].[OH:25][c:26]1[cH:27][cH:28][cH:29][cH:30][cH:31]1>>[CH2:7]([c:8]1[cH:9][cH:10][cH:11][cH:12][cH:13]1)[O:14][c:15]1[c:16]([N+:22](=[O:23])[O-:24])[cH:17][cH:18][c:19]([O:25][c:26]2[cH:27][cH:28][cH:29][cH:30][cH:31]2)[cH:20]1. Product: FC(C=1C=C(C=CC1)S(=O)(=O)N[C@@H](C)CC#C[Si](C)(C)C)(F)F ((S)-3-(trifluoromethyl)-N-(5-(trimethylsilyl)pent-4-yn-2-yl)benzenesulfonamide). Procedure: Proceeding as described for (51), but using (S)-2-methyl-1-(3-(trifluoromethyl)-benzenesulfonyl)aziridine afforded (S)-3-(trifluoromethyl)-N-(5-(trimethylsilyl)pent-4-yn-2-yl)benzenesulfonamide (52). MS (m/z): 364.1 (M+H) (Calc'd for C15H20F3NO2SSi: 363.47). Reactants: CC1=CC=C(C=C1)S(=O)(=O)N[C@@H](C)CC#C[Si](C)(C)C ((S)-4-methyl-N-(5-(trimethylsilyl)pent-4-yn-2-yl)benzene-sulfonamide), CC1[N@](C1)S(=O)(=O)C1=CC(=CC=C1)C(F)(F)F ((S)-2-methyl-1-(3-(trifluoromethyl)-benzenesulfonyl)aziridine). Reaction SMILES: C[C:2]1[CH:7]=[CH:6][C:5]([S:8]([NH:11][C@H:12]([CH2:14][C:15]#[C:16][Si:17]([CH3:20])([CH3:19])[CH3:18])[CH3:13])(=[O:10])=[O:9])=[CH:4][CH:3]=1.CC1C[N@@]1S(C1C=CC=C([C:34]([F:37])([F:36])[F:35])C=1)(=O)=O>>[F:35][C:34]([F:37])([F:36])[C:7]1[CH:6]=[C:5]([S:8]([NH:11][C@H:12]([CH2:14][C:15]#[C:16][Si:17]([CH3:18])([CH3:19])[CH3:20])[CH3:13])(=[O:9])=[O:10])[CH:4]=[CH:3][CH:2]=1. The reactants are FC=1C=CC=C2C=C(C(=NC12)C)OC=1C(=NC=CC1)C(C)(C)O (2-[(8-fluoro-2-methylquinolin-3-yloxy)pyridin-2-yl]propan-2-ol), CI (methyl iodide), [H-].[Na+] (sodium hydride). Solvent: ice water, CN(C=O)C (dimethylformamide). Reaction conditions: time 2 hour. The product is COC(C)(C)C1=NC=CC=C1OC=1C(=NC2=C(C=CC=C2C1)F)C (3-[2-(2-methoxy-2-propyl)pyridin-3-yloxy]-8-fluoro-2-methylquinoline). Isolated yield 28.7%. Reaction SMILES: [F:1][C:2]1[CH:3]=[CH:4][CH:5]=[C:6]2[C:11]=1[N:10]=[C:9]([CH3:12])[C:8]([O:13][C:14]1[C:15]([C:20]([OH:23])([CH3:22])[CH3:21])=[N:16][CH:17]=[CH:18][CH:19]=1)=[CH:7]2.[CH3:24]I.[H-].[Na+]>CN(C)C=O>[CH3:24][O:23][C:20]([C:15]1[C:14]([O:13][C:8]2[C:9]([CH3:12])=[N:10][C:11]3[C:6]([CH:7]=2)=[CH:5][CH:4]=[CH:3][C:2]=3[F:1])=[CH:19][CH:18]=[CH:17][N:16]=1)([CH3:21])[CH3:22] |f:2.3|. Reported procedure: 0.50 g of 2-[(8-fluoro-2-methylquinolin-3-yloxy)pyridin-2-yl]propan-2-ol and 0.45 g of methyl iodide were dissolved in 10 ml of dimethylformamide. 64 mg of sodium hydride (60% oil suspension) were added thereto while cooling with ice followed by stirring the reaction solution for 2 hours while continuing to cool with ice. Subsequently, the reaction solution was poured in ice water followed by extraction with ethyl acetate. The extract was washed with saturated saline and dried with magnesium sul... Reactants: Cc1ccccc1, O=C(Cc1ccccc1)OCC1CCNCC1. The product is c1ccc(CCOCC2CCNCC2)cc1. As a reaction SMILES: [CH3:18][c:19]1[cH:20][cH:21][cH:22][cH:23][cH:24]1.[c:1]1([CH2:7][C:8](=[O:9])[O:10][CH2:11][CH:12]2[CH2:13][CH2:14][NH:15][CH2:16][CH2:17]2)[cH:2][cH:3][cH:4][cH:5][cH:6]1>>[c:1]1([CH2:7][CH2:8][O:10][CH2:11][CH:12]2[CH2:13][CH2:14][NH:15][CH2:16][CH2:17]2)[cH:2][cH:3][cH:4][cH:5][cH:6]1.